Dataset: the Open Reaction Database (ORD), a public repository of structured organic reaction records. Task: describe an organic reaction: reactants, conditions, products, and yield Reactants: O=C([O-])[O-], NCc1ccccc1, CN(C)C=O, Cc1ccc(-c2ccc3c(c2)C=C(C(=O)Nc2ccc(CCl)cc2)CCO3)cc1, Cl, [K+], [K+]. Yields the product Cc1ccc(-c2ccc3c(c2)C=C(C(=O)Nc2ccc(CNCc4ccccc4)cc2)CCO3)cc1. Reaction SMILES: [C:39](=[O:40])([O-:41])[O-:42].[CH2:31]([c:32]1[cH:33][cH:34][cH:35][cH:36][cH:37]1)[NH2:38].[CH3:45][N:46]([CH3:47])[CH:48]=[O:49].[Cl:1][CH2:2][c:3]1[cH:4][cH:5][c:6]([NH:9][C:10](=[O:11])[C:12]2=[CH:18][c:17]3[c:16]([cH:22][cH:21][c:20](-[c:23]4[cH:24][cH:25][c:26]([CH3:29])[cH:27][cH:28]4)[cH:19]3)[O:15][CH2:14][CH2:13]2)[cH:7][cH:8]1.[ClH:30].[K+:43].[K+:44]>>[CH2:2]([c:3]1[cH:4][cH:5][c:6]([NH:9][C:10](=[O:11])[C:12]2=[CH:18][c:17]3[c:16]([cH:22][cH:21][c:20](-[c:23]4[cH:24][cH:25][c:26]([CH3:29])[cH:27][cH:28]4)[cH:19]3)[O:15][CH2:14][CH2:13]2)[cH:7][cH:8]1)[NH:38][CH2:31][c:32]1[cH:33][cH:34][cH:35][cH:36][cH:37]1. The reactants are CCOC(C)=O, CN(C)CC1CCSc2ccccc2C1(O)c1cccnc1, CC(=O)O, Cl, [Na+], [OH-], OO. Yields the product CN(C)CC1CCS(=O)(=O)c2ccccc2C1(O)c1cccnc1, Cl. RXN SMILES: [CH3:26][CH2:27][O:28][C:29](=[O:30])[CH3:31].[CH3:2][N:3]([CH3:4])[CH2:5][CH:6]1[C:7]([OH:17])([c:18]2[cH:19][n:20][cH:21][cH:22][cH:23]2)[c:8]2[c:9]([cH:13][cH:14][cH:15][cH:16]2)[S:10][CH2:11][CH2:12]1.[CH3:34][C:35](=[O:36])[OH:37].[ClH:1].[Na+:33].[OH-:32].[OH:24][OH:25]>>[CH3:2][N:3]([CH3:4])[CH2:5][CH:6]1[C:7]([OH:17])([c:18]2[cH:19][n:20][cH:21][cH:22][cH:23]2)[c:8]2[c:9]([cH:13][cH:14][cH:15][cH:16]2)[S:10](=[O:28])(=[O:32])[CH2:11][CH2:12]1.[ClH:1]. Reactants: C(=O)(O)CC1=CC=C(C=C1)C1=CCC(CC1)C(CCC(C)S(=O)(=O)N)C (2-[4-(4-carboxymethylphenyl)-3-cyclohexen-1-yl]propyl 2-propanesulfonamide), S(=O)(Cl)Cl (thionyl chloride), O1CCCC1 (tetrahydrofuran), CNC (dimethylamine), S([O-])(O)(=O)=O.[Na+] (sodium bisulfate). Run in ClCCl (dichloromethane). Conditions: time 16 hour. Product: crude material, O=C1CCC(CC1)CCNS(=O)(=O)C(C)C (N-[2-[4-oxocyclohexyl]ethyl] 2-propanesulfonamide). As a reaction SMILES: C(CC1C=CC([C:11]2[CH2:16][CH2:15][CH:14]([CH:17](C)CCC(S(N)(=O)=O)C)[CH2:13][CH:12]=2)=CC=1)(O)=O.S(Cl)(Cl)=[O:28].C[NH:32][CH3:33].[S:34](=[O:38])(=O)(O)[O-:35].[Na+].O1C[CH2:43][CH2:42][CH2:41]1>ClCCl>[O:28]=[C:11]1[CH2:12][CH2:13][CH:14]([CH2:17][CH2:33][NH:32][S:34]([CH:42]([CH3:43])[CH3:41])(=[O:38])=[O:35])[CH2:15][CH2:16]1 |f:3.4|. Procedure details: A solution of 1 equivalent of N-[2-[4-(4-carboxymethylphenyl)-3-cyclohexen-1-yl]propyl 2-propanesulfonamide (see Example 31) in tetrahydrofuran is treated with 10 eq. of thionyl chloride and stirred at room temperature for 16 hours. The mixture is then concentrate in vacuo, dissolved in dichloromethane and added to a 0° C. solution of 1 eq. of dimethylamine in dichloromethane. The mixture is stirred at 0° C. for 2 hours. and 10% aqueous sodium bisulfate is added. The organic layer is separated a... Solvent: CN(C=O)C (N,N-dimethylformamide), O (water). Reactants: C(C1=CC=CC=C1)OC(=O)N1CCNCC1 (1-(benzyloxycarbonyl)piperazine), ON1N=NC2=C1C=CC=C2 (1-hydroxybenzo-triazole), Cl.C(C)N=C=NCCCN(C)C (1-ethyl-3-(3-dimethylaminopropyl)-carbodiimide hydrochloride), C(C)(=O)O[C@H]1[C@@H](O[C@@H]([C@@H]([C@@H]1OC(C)=O)OC(C)=O)COC(C)=O)OC1=NNC(=C1CC1=CC=C(C=C1)CCCC(NC(C)(C)C(=O)O)=O)C(C)C (3-(2,3,4,6-Tetra-O-acetyl-β-D-galactopyranosyloxy)-4-[(4-{3-[1-carboxy-1-(methyl)ethylcarbamoyl]propyl}phenyl)-methyl]-5-isopropyl-1H-pyrazole). Isolated yield 85.4%. Procedure details: 3-(2,3,4,6-Tetra-O-acetyl-β-D-galactopyranosyloxy)-4-[(4-{3-[1-carboxy-1-(methyl)ethylcarbamoyl]propyl}phenyl)-methyl]-5-isopropyl-1H-pyrazole (37 g) was dissolved in N,N-dimethylformamide (180 mL). To the solution were added 1-(benzyloxycarbonyl)piperazine (28.4 g), 1-hydroxybenzo-triazole (10.5 g) and 1-ethyl-3-(3-dimethylaminopropyl)-carbodiimide hydrochloride (14.8 g), and the mixture was stirred at room temperature overnight. The reaction mixture was poured into water, and the resulting mix... Conditions: time 8 hour. RXN SMILES: [C:1]([O:4][C@@H:5]1[C@@H:10]([O:11][C:12](=[O:14])[CH3:13])[C@@H:9]([O:15][C:16](=[O:18])[CH3:17])[C@@H:8]([CH2:19][O:20][C:21](=[O:23])[CH3:22])[O:7][C@H:6]1[O:24][C:25]1[C:29]([CH2:30][C:31]2[CH:36]=[CH:35][C:34]([CH2:37][CH2:38][CH2:39][C:40](=[O:48])[NH:41][C:42]([C:45](O)=[O:46])([CH3:44])[CH3:43])=[CH:33][CH:32]=2)=[C:28]([CH:49]([CH3:51])[CH3:50])[NH:27][N:26]=1)(=[O:3])[CH3:2].[CH2:52]([O:59][C:60]([N:62]1[CH2:67][CH2:66][NH:65][CH2:64][CH2:63]1)=[O:61])[C:53]1[CH:58]=[CH:57][CH:56]=[CH:55][CH:54]=1.ON1C2C=CC=CC=2N=N1.Cl.C(N=C=NCCCN(C)C)C>CN(C)C=O.O>[C:1]([O:4][C@@H:5]1[C@@H:10]([O:11][C:12](=[O:14])[CH3:13])[C@@H:9]([O:15][C:16](=[O:18])[CH3:17])[C@@H:8]([CH2:19][O:20][C:21](=[O:23])[CH3:22])[O:7][C@H:6]1[O:24][C:25]1[C:29]([CH2:30][C:31]2[CH:36]=[CH:35][C:34]([CH2:37][CH2:38][CH2:39][C:40](=[O:48])[NH:41][C:42]([C:45]([N:65]3[CH2:66][CH2:67][N:62]([C:60]([O:59][CH2:52][C:53]4[CH:58]=[CH:57][CH:56]=[CH:55][CH:54]=4)=[O:61])[CH2:63][CH2:64]3)=[O:46])([CH3:44])[CH3:43])=[CH:33][CH:32]=2)=[C:28]([CH:49]([CH3:51])[CH3:50])[NH:27][N:26]=1)(=[O:3])[CH3:2] |f:3.4|. The product is C(C)(=O)O[C@H]1[C@@H](O[C@@H]([C@@H]([C@@H]1OC(C)=O)OC(C)=O)COC(C)=O)OC1=NNC(=C1CC1=CC=C(C=C1)CCCC(NC(C)(C)C(=O)N1CCN(CC1)C(=O)OCC1=CC=CC=C1)=O)C(C)C (3-(2,3,4,6-Tetra-O-acetyl-β-D-galactopyranosyloxy)-4-[(4-{3-[1-{[4-(benzyloxycarbonyl)piperazin-1-yl]carbonyl}-1-(methyl)ethylcarbamoyl]propyl}phenyl)methyl]-5-isopropyl-1H-pyrazole).